From a dataset of the Open Reaction Database (ORD), a public repository of structured organic reaction records. describe an organic reaction: reactants, conditions, products, and yield Starting materials: C1=CC=CC=2C(=CC=3C4=C(OC3C12)C=CC=C4)B(O)O (benzo[b]naphtho[2,1-d]furan-5-boronic acid), BrC=1C=C(C=CC1)I (3-bromoiodobenzene), tetrakistriphenylphosphine palladium (0), C([O-])([O-])=O.[Na+].[Na+] (sodium carbonate). Solvent: C1(=CC=CC=C1)C (toluene). Product: BrC=1C=C(C=CC1)C1=CC=2C3=C(OC2C=2C=CC=CC12)C=CC=C3 (5-(3-bromophenyl)benzo[b]naphtho[2,1-d]furan). Isolated yield 90.0%. RXN SMILES: [CH:1]1[C:13]2[C:12]3[O:11][C:10]4[CH:14]=[CH:15][CH:16]=[CH:17][C:9]=4[C:8]=3[CH:7]=[C:6](B(O)O)[C:5]=2[CH:4]=[CH:3][CH:2]=1.[Br:21][C:22]1[CH:23]=[C:24](I)[CH:25]=[CH:26][CH:27]=1.C(=O)([O-])[O-].[Na+].[Na+]>C1(C)C=CC=CC=1>[Br:21][C:22]1[CH:23]=[C:24]([C:6]2[C:5]3[CH:4]=[CH:3][CH:2]=[CH:1][C:13]=3[C:12]3[O:11][C:10]4[CH:14]=[CH:15][CH:16]=[CH:17][C:9]=4[C:8]=3[CH:7]=2)[CH:25]=[CH:26][CH:27]=1 |f:2.3.4|. Procedure details: In the atmosphere of argon, 17.0 g of benzo[b]naphtho[2,1-d]furan-5-boronic acid, 18.4 g of 3-bromoiodobenzene, 1.50 g of tetrakistriphenylphosphine palladium (0), 200 mL of toluene and 100 mL of a 2M aqueous sodium carbonate solution were placed in a flask. The resulting mixture was stirred with heating under reflux for 8 hours. After cooling to room temperature, the reaction solution was extracted with toluene. An aqueous phase was removed. An organic phase was dried with magnesium sulfate and... Procedure: 3-(4-Acetylamino-1,3-dioxo-1,3-dihydro-isoindol-2-yl)-3-(4-difluoromethoxy-3-ethoxy -phenyl)-propionic acid was prepared by the procedure of Example 4 from 3-amino-3-(4-difluoromethoxy-3-ethoxy-phenyl)-propionic acid (2.7g, 13 mmol), 3-acetamido-phthalic anhydride (4.0 g, 14.5 mmol) and sodium acetate (1.2 g, 14.5 mmol) in acetic acid (50 ml) to give 3-(4-acetylamino-1,3-dioxo-1,3-dihydro-isoindol-2-yl)-3-(4-difluoromethoxy-3-ethoxy-phenyl)-propionic acid (2.6 g, 45%) as yellowish solid. mp 89–9... Reactants: NC(CC(=O)O)C1=CC(=C(C=C1)OC(F)F)OCC (3-amino-3-(4-difluoromethoxy-3-ethoxy-phenyl)-propionic acid), C(C)(=O)NC1=C2C(C(=O)OC2=O)=CC=C1 (3-acetamido-phthalic anhydride), C(C)(=O)[O-].[Na+] (sodium acetate). Yields the product C(C)(=O)NC1=C2C(N(C(C2=CC=C1)=O)C(CC(=O)O)C1=CC(=C(C=C1)OC(F)F)OCC)=O (3-(4-acetylamino-1,3-dioxo-1,3-dihydro-isoindol-2-yl)-3-(4-difluoromethoxy-3-ethoxy-phenyl)-propionic acid). Solvent: C(C)(=O)O (acetic acid). Reaction SMILES: [NH2:1][CH:2]([C:7]1[CH:12]=[CH:11][C:10]([O:13][CH:14]([F:16])[F:15])=[C:9]([O:17][CH2:18][CH3:19])[CH:8]=1)[CH2:3][C:4]([OH:6])=[O:5].[C:20]([NH:23][C:24]1[CH:34]=[CH:33][CH:32]=[C:26]2[C:27]([O:29][C:30](=O)[C:25]=12)=[O:28])(=[O:22])[CH3:21].C([O-])(=O)C.[Na+]>C(O)(=O)C>[C:20]([NH:23][C:24]1[CH:34]=[CH:33][CH:32]=[C:26]2[C:25]=1[C:30](=[O:29])[N:1]([CH:2]([C:7]1[CH:12]=[CH:11][C:10]([O:13][CH:14]([F:16])[F:15])=[C:9]([O:17][CH2:18][CH3:19])[CH:8]=1)[CH2:3][C:4]([OH:6])=[O:5])[C:27]2=[O:28])(=[O:22])[CH3:21] |f:2.3|. The yield is 43.3%. Reactants: [H-].[Na+] (sodium hydride), OCCN (2-hydroxyethylamine), O1CCOCC1 (dioxane), ClC1=NC=CC=C1 (2-chloropyridine). The solvent is O (water), C(Cl)Cl (methylene chloride). Run at time 10 minute. Yields the product [NH4+].[OH-] (NH4OH), O(C1=CC=CC=C1)CCN (2-Phenoxyethylamine). Reaction SMILES: [H-].[Na+].[OH:3]CC[NH2:6].ClC1[CH:13]=[CH:12][CH:11]=[CH:10]N=1.O1[CH2:19][CH2:18][O:17][CH2:16][CH2:15]1>O.C(Cl)Cl>[NH4+:6].[OH-:3].[O:17]([CH2:18][CH2:19][NH2:6])[C:16]1[CH:13]=[CH:12][CH:11]=[CH:10][CH:15]=1 |f:0.1,7.8|. Procedure details: Add sodium hydride (60% in mineral oil, 6.63 g, 166 mmol) to a solution of 2-hydroxyethylamine (10.0 mL, 166 mmol) in dioxane (150 mL), at room temperature under nitrogen. Stir for 10 minutes at room temperature. Add 2-chloropyridine (15.6 mL, 166 mmol) and heat the reaction mixture to reflux. After stirring at reflux for 14 hours, cool the reaction mixture to room temperature and dilute with water (100 mL), and methylene chloride (200 mL). Extract the aqueous layer with methylene chloride (2×10... Reactants: O (water), C(C)(C)(C)C1=CC=C(C=C1)CC(C=O)C (3-(p-tert.butyl-phenyl)-2-methyl-propionaldehyde), N1CCCCC1 (piperidine). Solvent: C1(=CC=CC=C1)C (toluene). Product: C(C)(C)(C)C1=CC=C(C=C1)CC(=CN1CCCCC1)C (1-[3-(p-tert.butyl-phenyl)-2-methyl-1-propenyl]-piperidine). As a reaction SMILES: [C:1]([C:5]1[CH:10]=[CH:9][C:8]([CH2:11][CH:12]([CH3:15])[CH:13]=O)=[CH:7][CH:6]=1)([CH3:4])([CH3:3])[CH3:2].[NH:16]1[CH2:21][CH2:20][CH2:19][CH2:18][CH2:17]1.O>C1(C)C=CC=CC=1>[C:1]([C:5]1[CH:10]=[CH:9][C:8]([CH2:11][C:12]([CH3:15])=[CH:13][N:16]2[CH2:21][CH2:20][CH2:19][CH2:18][CH2:17]2)=[CH:7][CH:6]=1)([CH3:4])([CH3:3])[CH3:2]. Reported procedure: 6.54 kg of 3-(p-tert.butyl-phenyl)-2-methyl-propionaldehyde and 3 kg of piperidine are heated at reflux overnight in 4.54 liters of toluene in a water-separator under nitrogen gasification and the toluene is distilled in vacuo. The residue is distilled in vacuo. There is obtained pure 1-[3-(p-tert.butyl-phenyl)-2-methyl-1-propenyl]-piperidine of boiling point 118°-120° C./0.026 Torr. Starting materials: OC1=C(C=C(C=O)C=C1[N+](=O)[O-])C (4-hydroxy-3-methyl-5-nitrobenzaldehyde), substituted-2-nitrophenols, C1(=CC=CC=C1)O (phenol), COC(C(C)Br)=O (methyl-2-bromopropanoate). The product is C(=O)C1=CC(=C(OC(C(=O)OC)C)C(=C1)[N+](=O)[O-])C (Methyl 2-(4-formyl-2-methyl-6-nitrophenoxy)propanoate). As a reaction SMILES: [OH:1][C:2]1[C:9]([N+:10]([O-:12])=[O:11])=[CH:8][C:5]([CH:6]=[O:7])=[CH:4][C:3]=1[CH3:13].C1(O)C=CC=CC=1.[CH3:21][O:22][C:23](=[O:27])[CH:24](Br)[CH3:25]>>[CH:6]([C:5]1[CH:8]=[C:9]([N+:10]([O-:12])=[O:11])[C:2]([O:1][CH:24]([CH3:25])[C:23]([O:22][CH3:21])=[O:27])=[C:3]([CH3:13])[CH:4]=1)=[O:7]. Reported procedure: Using 4-hydroxy-3-methyl-5-nitrobenzaldehyde as the phenol and methyl-2-bromopropanoate as the alkylating agent in the general procedure for alkylation of substituted-2-nitrophenols gives a tan solid: 1H NMR (DMSO-d6, 400 MHz): δ ppm 9.97 (s, 1H), 8.29 (d, J=1.5 Hz, 1H), 8.09 (d, J=1.5 Hz, 1 H), 4.82 (q, J=6.8 Hz, 1H), 3.62 (s, 3H), 2.42 (s, 3H), 1.52 (d, J=6.8 Hz, 3H). ESI-MS: m/z 268.1 (M+H)+. Yields the product NC=1C(=NC(=CC1)C1=C(C=CC=C1)F)C(=O)NC=1C=NN(C1N1C[C@H](CCC1)CN)C ((R)-3-amino-N-(5-(3-(aminomethyl)piperidin-1-yl)-1-methyl-1H-pyrazol-4-yl)-6-(2-fluorophenyl)picolinamide). Reactants: NC=1C=NN(C1N1C[C@H](CCC1)CNC(OC(C)(C)C)=O)C ((R)-tert-butyl (1-(4-amino-1-methyl-1H-pyrazol-5-yl)piperidin-3-yl)methylcarbamate), NC=1C(=NC(=CC1)Br)C(=O)O (3-amino-6-bromopicolinic acid), amide, FC1=C(C=CC=C1)B(O)O (2-fluorophenylboronic acid). The yield is 18.0%. Reaction SMILES: [NH2:1][C:2]1[CH:3]=[N:4][N:5]([CH3:22])[C:6]=1[N:7]1[CH2:12][CH2:11][CH2:10][C@H:9]([CH2:13][NH:14]C(=O)OC(C)(C)C)[CH2:8]1.[NH2:23][C:24]1[C:25]([C:31]([OH:33])=O)=[N:26][C:27](Br)=[CH:28][CH:29]=1.[F:34][C:35]1[CH:40]=[CH:39][CH:38]=[CH:37][C:36]=1B(O)O>>[NH2:23][C:24]1[C:25]([C:31]([NH:1][C:2]2[CH:3]=[N:4][N:5]([CH3:22])[C:6]=2[N:7]2[CH2:12][CH2:11][CH2:10][C@H:9]([CH2:13][NH2:14])[CH2:8]2)=[O:33])=[N:26][C:27]([C:36]2[CH:37]=[CH:38][CH:39]=[CH:40][C:35]=2[F:34])=[CH:28][CH:29]=1. Procedure: Following the procedures for Example 141, (R)-tert-butyl (1-(4-amino-1-methyl-1H-pyrazol-5-yl)piperidin-3-yl)methylcarbamate, 3-amino-6-bromopicolinic acid were coupled and the intermediate amide was reacted with 2-fluorophenylboronic acid under palladium catalyzed Suzuki conditions to give 129 as a white solid (33 mg, 18%) over three steps. 1H NMR (400 MHz, DMSO) δ 9.82 (s, 1H), 8.03 (dt, J=9.6, 4.8, 1H), 7.81-7.60 (m, 2H), 7.49-7.20 (m, 4H), 7.07 (s, 2H), 3.67 (s, 3H), 3.30-3.20 (m, 2H), 3.15-... Starting materials: CC(C)[O-], CS(C)=O, O=[N+]([O-])c1ccc(Cl)c(C(F)(F)F)c1, [Na+], O. Product: CC(C)Oc1ccc([N+](=O)[O-])cc1C(F)(F)F. As a reaction SMILES: [CH3:15][CH:16]([O-:17])[CH3:18].[CH3:21][S:22](=[O:23])[CH3:24].[F:1][C:2]([c:3]1[cH:4][c:5]([N+:10](=[O:11])[O-:12])[cH:6][cH:7][c:8]1[Cl:9])([F:13])[F:14].[Na+:19].[OH2:20]>>[F:1][C:2]([c:3]1[cH:4][c:5]([N+:10](=[O:11])[O-:12])[cH:6][cH:7][c:8]1[O:17][CH:16]([CH3:15])[CH3:18])([F:13])[F:14]. The reactants are OOS(=O)[O-].[K+] (oxone), C1(CC1)C1=C(C=NN1C1=C(C=CC=C1)SC)C(=O)OCC (ethyl 5-cyclopropyl-1-(2-methylthiophenyl)-1H-pyrazole-4-carboxylate), OOS(=O)[O-].[K+] (oxone), CO (methanol). The solvent is O (water). Conditions: temperature 23 celsius, time 8 hour. The product is C1(CC1)C1=C(C=NN1C1=C(C=CC=C1)S(=O)(=O)C)C(=O)OCC (Ethyl 5-cyclopropyl-1-(2-methylsulfonylphenyl)-1H-pyrazole-4-carboxylate). Isolated yield 100.0%. As a reaction SMILES: [CH:1]1([C:4]2[N:8]([C:9]3[CH:14]=[CH:13][CH:12]=[CH:11][C:10]=3SC)[N:7]=[CH:6][C:5]=2[C:17]([O:19][CH2:20][CH3:21])=[O:18])[CH2:3][CH2:2]1.O[O:23][S:24]([O-:26])=O.[K+].[CH3:28]O>O>[CH:1]1([C:4]2[N:8]([C:9]3[CH:10]=[CH:11][CH:12]=[CH:13][C:14]=3[S:24]([CH3:28])(=[O:26])=[O:23])[N:7]=[CH:6][C:5]=2[C:17]([O:19][CH2:20][CH3:21])=[O:18])[CH2:2][CH2:3]1 |f:1.2|. Procedure details: A solution of ethyl 5-cyclopropyl-1-(2-methylthiophenyl)-1H-pyrazole-4-carboxylate (0.456 g, 1.51 mmol) in methanol (6 mL) at 0° C. was treated with a solution of oxone (1.40 g, 2.27 mmol) in water (6 mL). The resulting slurry was was stirred at 23° C. for 8 h. The mixture was treated with additional oxone (0.46 g, 0.76 mmol), stirred for 14 h and partitioned between CH2Cl2 and water. The organic layer was washed with water, dried over MgSO4 and concentrated in vacuo to afford 0.504 g (100%) of ...